From a dataset of the Open Reaction Database (ORD), a public repository of structured organic reaction records. describe an organic reaction: reactants, conditions, products, and yield Starting materials: CCN=C=NCCCN(C)C, CCC(=O)O, CN(C)C=O, Cl, NCCC1CCc2ccc3c(c21)NC(=O)CO3, O, O, On1nnc2ccccc21. The product is CCC(=O)NCCC1CCc2ccc3c(c21)NC(=O)CO3. Reaction SMILES: [CH2:2]([N:3]=[C:4]=[N:5][CH2:6][CH2:7][CH2:8][N:9]([CH3:10])[CH3:11])[CH3:12].[CH3:24][CH2:25][C:26]([OH:27])=[O:28].[CH3:46][N:47]([CH3:48])[CH:49]=[O:50].[ClH:1].[NH2:29][CH2:30][CH2:31][CH:32]1[CH2:33][CH2:34][c:35]2[cH:36][cH:37][c:38]3[c:43]([c:44]21)[NH:42][C:41](=[O:45])[CH2:40][O:39]3.[OH2:13].[OH2:51].[OH:14][n:15]1[c:16]2[cH:17][cH:18][cH:19][cH:20][c:21]2[n:22][n:23]1>>[CH3:24][CH2:25][C:26](=[O:28])[NH:29][CH2:30][CH2:31][CH:32]1[CH2:33][CH2:34][c:35]2[cH:36][cH:37][c:38]3[c:43]([c:44]21)[NH:42][C:41](=[O:45])[CH2:40][O:39]3.